Dataset: the Open Reaction Database (ORD), a public repository of structured organic reaction records. Task: describe an organic reaction: reactants, conditions, products, and yield Reactants: C(C1=CC=CC=C1)[C@H]1COC[C@@H](C(O[C@H]([C@@H]1O)C)=O)NC(OC(C)(C)C)=O (tert-butyl ((3S,7S,8R,9S)-7-benzyl-8-hydroxy-9-methyl-2-oxo−1,5-dioxonan-3-yl)carbamate), C(C#C)(=O)OC (methyl propiolate). Reagents/catalysts: C1CN2CCN1CC2 (DABCO). The solvent is C(Cl)Cl (CH2Cl2). Reaction conditions: time 1 hour. Product: C(C1=CC=CC=C1)[C@@H]1[C@H]([C@@H](OC([C@H](COC1)NC(=O)OC(C)(C)C)=O)C)O/C=C/C(=O)OC ((E)-methyl 3-(((3S,6S,7R,8S)-8-benzyl-3-((tert-butoxycarbonyl)amino)-6-methyl-4-oxo-1,5-dioxonan-7-yl)oxy)acrylate). The yield is 91.2%. Reaction SMILES: [CH2:1]([C@@H:8]1[C@@H:16]([OH:17])[C@H:15]([CH3:18])[O:14][C:13](=[O:19])[C@@H:12]([NH:20][C:21](=[O:27])[O:22][C:23]([CH3:26])([CH3:25])[CH3:24])[CH2:11][O:10][CH2:9]1)[C:2]1[CH:7]=[CH:6][CH:5]=[CH:4][CH:3]=1.[C:28]([O:32][CH3:33])(=[O:31])[C:29]#[CH:30]>C(Cl)Cl.C1N2CCN(CC2)C1>[CH2:1]([C@H:8]1[CH2:9][O:10][CH2:11][C@H:12]([NH:20][C:21]([O:22][C:23]([CH3:26])([CH3:25])[CH3:24])=[O:27])[C:13](=[O:19])[O:14][C@@H:15]([CH3:18])[C@@H:16]1[O:17]/[CH:30]=[CH:29]/[C:28]([O:32][CH3:33])=[O:31])[C:2]1[CH:3]=[CH:4][CH:5]=[CH:6][CH:7]=1. Reported procedure: To a solution of tert-butyl ((3S,7S,8R,9S)-7-benzyl-8-hydroxy-9-methyl-2-oxo−1,5-dioxonan-3-yl)carbamate (280 mg, 0.738 mmol, 1.00 equiv) in CH2Cl2 (7.4 mL) were added methyl propiolate (0.098 mL, 1.11 mmol, 1.50 equiv) and DABCO (4 mg, 0.04 mmol, 0.05 equiv). This solution was stirred at room temperature for 1 h, concentrated, and purified by automated silica gel column chromatography (5-25% acetone in hexanes) to provide (E)-methyl 3-(((3S,6S,7R,8S)-8-benzyl-3-((tert-butoxycarbonyl)amino)-6-me... Reactants: C(C)(=O)OC=1C=C(C=CC1[N+](=O)[O-])CC(=O)OC(C)(C)C (t-butyl 3-acetoxy-4-nitrophenylacetate), C[Mg]Cl (methyl magnesium chloride), C[Mg]Cl (methyl magnesium chloride), ClC=1C(C(=C(C(C1Cl)=O)C#N)C#N)=O (2,3-dichloro-5,6-dicyano-1,4-benzoquinone). Solvent: O1CCCC1 (tetrahydrofuran), C(C)OCC (diethyl ether), C(C)OCC (diethyl ether). Run at time 1 hour. The product is C(C)(=O)OC=1C=C(C=C(C1[N+](=O)[O-])C)CC(=O)OC(C)(C)C (t-Butyl 3-acetoxy-5-methyl-4-nitrophenylacetate). RXN SMILES: [C:1]([O:4][C:5]1[CH:6]=[C:7]([CH2:14][C:15]([O:17][C:18]([CH3:21])([CH3:20])[CH3:19])=[O:16])[CH:8]=[CH:9][C:10]=1[N+:11]([O-:13])=[O:12])(=[O:3])[CH3:2].[CH3:22][Mg]Cl.ClC1C(=O)C(C#N)=C(C#N)C(=O)C=1Cl>O1CCCC1.C(OCC)C>[C:1]([O:4][C:5]1[CH:6]=[C:7]([CH2:14][C:15]([O:17][C:18]([CH3:21])([CH3:20])[CH3:19])=[O:16])[CH:8]=[C:9]([CH3:22])[C:10]=1[N+:11]([O-:13])=[O:12])(=[O:3])[CH3:2]. Procedure details: A stirred solution of t-butyl 3-acetoxy-4-nitrophenylacetate (8.0 g, Reference Example 13) in tetrahydrofuran (350 mL) at −15° C. under argon was treated dropwise with methyl magnesium chloride solution in diethyl ether (7mL, 3M) and after 2 hours a further aliquot of methyl magnesium chloride solution in diethyl ether (7 mL, 3M). After stirring for a further 1 hour the reaction mixture was treated with 2,3-dichloro-5,6-dicyano-1,4-benzoquinone (10.4 g), then stirred at room temperature overnigh... Reactants: CCOC1=Nc2ccccc2N(CC(=O)N(c2ccccc2)C(C)C)C(=O)C1, CC(C)N(C(=O)CN1C(=O)Cc2nnc(-c3ccccc3)n2-c2ccccc21)c1ccccc1, NNC(=O)c1ccccc1F. The product is CC(C)N(C(=O)CN1C(=O)Cc2nnc(-c3ccccc3F)n2-c2ccccc21)c1ccccc1. As a reaction SMILES: [CH2:35]([O:36][C:37]1=[N:61][c:60]2[c:55]([cH:56][cH:57][cH:58][cH:59]2)[N:41]([CH2:42][C:43]([N:44]([CH:45]([CH3:46])[CH3:47])[c:48]2[cH:49][cH:50][cH:51][cH:52][cH:53]2)=[O:54])[C:39](=[O:40])[CH2:38]1)[CH3:62].[CH:1]([CH3:2])([CH3:3])[N:4]([C:5]([CH2:6][N:7]1[c:8]2[c:9]([cH:24][cH:25][cH:26][cH:27]2)-[n:10]2[c:11](-[c:18]3[cH:19][cH:20][cH:21][cH:22][cH:23]3)[n:12][n:13][c:14]2[CH2:15][C:16]1=[O:17])=[O:28])[c:29]1[cH:30][cH:31][cH:32][cH:33][cH:34]1.[F:63][c:64]1[cH:65][cH:66][cH:67][cH:68][c:69]1[C:70]([NH:71][NH2:72])=[O:73]>>[CH:1]([CH3:2])([CH3:3])[N:4]([C:5]([CH2:6][N:7]1[c:8]2[c:9]([cH:24][cH:25][cH:26][cH:27]2)-[n:10]2[c:11](-[c:18]3[c:19]([F:63])[cH:20][cH:21][cH:22][cH:23]3)[n:12][n:13][c:14]2[CH2:15][C:16]1=[O:17])=[O:28])[c:29]1[cH:30][cH:31][cH:32][cH:33][cH:34]1. Reactants: magnesium salt, C1(CCCC1)[Mg]Cl (cyclopentyl magnesium chloride), [Cl-].[NH4+] (ammonium chloride), Cl[Si](OCC)(OCC)C1CCCCC1 (Chlorocyclohexyldiethoxysilane), C(C)OCC (diethyl ether). Conditions: time 6 hour. The product is C1(CCCC1)[Si](OCC)(OCC)CC(C)C (cyclopentylisobutyldiethoxysilane). RXN SMILES: Cl[Si:2]([CH:9]1[CH2:14][CH2:13][CH2:12][CH2:11]C1)([O:6][CH2:7][CH3:8])[O:3][CH2:4][CH3:5].[CH:15]1([Mg]Cl)[CH2:19][CH2:18]CC1.[Cl-].[NH4+].[CH2:24](OCC)C>>[CH:9]1([Si:2]([CH2:24][CH:19]([CH3:18])[CH3:15])([O:3][CH2:4][CH3:5])[O:6][CH2:7][CH3:8])[CH2:14][CH2:13][CH2:12][CH2:11]1 |f:2.3|. Procedure details: 60 ml of dry diethyl ether and 14.0 gram (0.063 mole) of chlorocyclohexyldiethoxysilane (d) were charged in a 250 ml flask equipped with a reflux condenser and a stirring apparatus in an atmosphere of nitrogen and the above prepared solution of cyclopentyl magnesium chloride (2nd Grignard reagent) was slowly added while keeping the internal temperature below 10° C. After completion of addition stirring was carried out at room temperature for 6 hours and at reflux temperature for 5 hours. To the ... Reactants: [H-].[Na+] (sodium hydride), C(C)OC(CN(C)C=C(C)C#N)=O (N-(2-cyano-1-propenyl)sarcosine ethyl ester). Solvent: CN(C=O)C (dimethyl formamide). Reaction conditions: temperature 30 celsius. Yields the product NC1=C(N(C=C1C)C)C(=O)OCC (Ethyl 3-amino-1,4-dimethyl-1H-pyrrole-2-carboxylate). RXN SMILES: [H-].[Na+].[CH2:3]([O:5][C:6](=[O:15])[CH2:7][N:8]([CH:10]=[C:11]([C:13]#[N:14])[CH3:12])[CH3:9])[CH3:4]>CN(C)C=O>[NH2:14][C:13]1[C:11]([CH3:12])=[CH:10][N:8]([CH3:9])[C:7]=1[C:6]([O:5][CH2:3][CH3:4])=[O:15] |f:0.1|. Procedure: 300 mg of 80% sodium hydride are added with stirring at 20° C. to a solution of 9.1 g of N-(2-cyano-1-propenyl)sarcosine ethyl ester (obtained by reacting methacrylonitrile with bromine and subsequent reaction with sarcosine ethyl ester) in 50 ml of anhydrous dimethyl formamide. After warming the reaction mixture to 30° C., an exothermic reaction starts (the temperature rises to 45° C.); this reaction is terminated after 30 minutes. The resulting solution of the title compound (b.p. 70° C., 1.3 ... Starting materials: CCOc1ccsc1C(=O)O, C=CCC(NC)C(=O)OC. The product is C=CCC(C(=O)OC)N(C)C(=O)c1sccc1OCC. As a reaction SMILES: [CH2:11]([CH3:12])[O:13][c:14]1[c:15]([C:19](=[O:20])[OH:21])[s:16][cH:17][cH:18]1.[CH3:1][NH:2][CH:3]([C:4](=[O:5])[O:6][CH3:7])[CH2:8][CH:9]=[CH2:10]>>[CH3:1][N:2]([CH:3]([C:4](=[O:5])[O:6][CH3:7])[CH2:8][CH:9]=[CH2:10])[C:19]([c:15]1[c:14]([O:13][CH2:11][CH3:12])[cH:18][cH:17][s:16]1)=[O:21]. Reactants: NC1=C(C=C(C=C1)C)S(=O)(=O)N (2-amino-5-methylbenzenesulfonamide), C(C)(C)N=C=S (isopropyl isothiocyanate). The solvent is C(C)(=O)OCC (ethyl acetate). Product: C(C)(C)NC1=NS(C2=C(N1)C=CC(=C2)C)(=O)=O (3-Isopropylamino-7-methyl-4H-1,2,4-benzothiadiazine 1,1-dioxide). As a reaction SMILES: [NH2:1][C:2]1[CH:7]=[CH:6][C:5]([CH3:8])=[CH:4][C:3]=1[S:9]([NH2:12])(=[O:11])=[O:10].[CH:13]([N:16]=[C:17]=S)([CH3:15])[CH3:14]>C(OCC)(=O)C>[CH:13]([NH:16][C:17]1[NH:1][C:2]2[CH:7]=[CH:6][C:5]([CH3:8])=[CH:4][C:3]=2[S:9](=[O:10])(=[O:11])[N:12]=1)([CH3:15])[CH3:14]. Procedure: The title compound was prepared from 2-amino-5-methylbenzenesulfonamide and isopropyl isothiocyanate by a method analogous to the one described in Example 4; m.p. 266-268° C. (ethyl acetate); 1H-NMR (DMSO-d6): δ 1.16 (d, 6H, CH(CH3)2), 3.91 (m, 1H, CH(CH3)2), 6.92 (br.d, 1H, NH), 7.06 (d, 1H, ArH), 7.35 (dd, 1H, ArH), 7.45 (d, 1H, ArH), 10.20 (br.s, 1H, NH); MS: m/e 253 (M+, 44%); (C11H15N3O2S1) calc. C, 52.16; H, 5.97; N, 16.59; found C, 52.28; H, 6.19; N, 16.49.